The task is: describe an organic reaction: reactants, conditions, products, and yield. This data is from the Open Reaction Database (ORD), a public repository of structured organic reaction records. Reactants: O=C([O-])O, Cc1cn(-c2ccccc2C#N)c(C)n1, [Cl-], O=C(OC(=O)C(F)(F)F)C(F)(F)F, [Na+], [Na+], O=[N+]([O-])O. Product: Cc1nc(C)n(-c2ccccc2C#N)c1[N+](=O)[O-]. Reaction SMILES: [C:22](=[O:23])([OH:24])[O-:25].[CH3:1][c:2]1[n:3](-[c:8]2[c:9]([C:10]#[N:11])[cH:12][cH:13][cH:14][cH:15]2)[cH:4][c:5]([CH3:7])[n:6]1.[Cl-:17].[F:27][C:28]([F:29])([F:30])[C:31]([O:32][C:33](=[O:34])[C:35]([F:36])([F:37])[F:38])=[O:39].[Na+:16].[Na+:26].[OH:18][N+:19]([O-:20])=[O:21]>>[CH3:1][c:2]1[n:3](-[c:8]2[c:9]([C:10]#[N:11])[cH:12][cH:13][cH:14][cH:15]2)[c:4]([N+:19](=[O:18])[O-:20])[c:5]([CH3:7])[n:6]1. As a reaction SMILES: [CH3:49][C:50]([OH:51])=[O:52].[CH3:53][CH2:54][CH2:55][CH2:56][CH2:57][CH3:58].[Ce+4:30].[F:1][c:2]1[cH:3][cH:4][c:5]([CH2:6][O:7][c:8]2[n:9][n:10][cH:11][c:12]3[c:13]2[n:14]([CH2:19][CH:20]2[CH:21]([CH3:23])[CH2:22]2)[c:15]([CH3:18])[c:16]3[CH3:17])[cH:24][cH:25]1.[N+:26]([O-:27])([O-:28])=[O:29].[N+:32]([O-:33])([O-:34])=[O:35].[N+:36]([O-:37])([O-:38])=[O:39].[N+:40]([O-:41])([O-:42])=[O:43].[N+:44]([O-:45])([O-:46])=[O:47].[NH4+:31].[OH2:48]>>[F:1][c:2]1[cH:3][cH:4][c:5]([CH2:6][O:7][c:8]2[n:9][n:10][cH:11][c:12]3[c:13]2[n:14]([CH2:19][CH:20]2[CH:21]([CH3:23])[CH2:22]2)[c:15]([CH3:18])[c:16]3[CH2:17][O:52][C:50]([CH3:49])=[O:51])[cH:24][cH:25]1. Product: CC(=O)OCc1c(C)n(CC2CC2C)c2c(OCc3ccc(F)cc3)nncc12. Starting materials: CC(=O)O, CCCCCC, [Ce+4], Cc1c(C)n(CC2CC2C)c2c(OCc3ccc(F)cc3)nncc12, O=[N+]([O-])[O-], O=[N+]([O-])[O-], O=[N+]([O-])[O-], O=[N+]([O-])[O-], O=[N+]([O-])[O-], [NH4+], O. Yields the product COc1ccc([N+](=O)[O-])c(NC(COCc2ccccc2)CO[Si](C)(C)C(C)(C)C)n1. The reactants are COc1ccc([N+](=O)[O-])c(NC(CO)COCc2ccccc2)n1, CC(C)(C)[Si](C)(C)Cl, CN(C)C=O, c1c[nH]cn1. As a reaction SMILES: [CH3:1][O:2][c:3]1[cH:4][cH:5][c:6]([N+:22](=[O:23])[O-:24])[c:7]([NH:9][CH:10]([CH2:11][OH:12])[CH2:13][O:14][CH2:15][c:16]2[cH:17][cH:18][cH:19][cH:20][cH:21]2)[n:8]1.[Cl:25][Si:26]([CH3:27])([CH3:28])[C:29]([CH3:30])([CH3:31])[CH3:32].[O:38]=[CH:39][N:40]([CH3:41])[CH3:42].[nH:33]1[cH:34][cH:35][n:36][cH:37]1>>[CH3:1][O:2][c:3]1[cH:4][cH:5][c:6]([N+:22](=[O:23])[O-:24])[c:7]([NH:9][CH:10]([CH2:11][O:12][Si:26]([CH3:27])([CH3:28])[C:29]([CH3:30])([CH3:31])[CH3:32])[CH2:13][O:14][CH2:15][c:16]2[cH:17][cH:18][cH:19][cH:20][cH:21]2)[n:8]1. The reactants are NC(=O)N (urea), C(CCC)[Sn](CCCC)=O (dibutyl-tin-oxide), NC1=CC=CC=C1 (aniline), C(N)(OCC)=O (ethyl carbamate). Run in C(C)O (ethanol). Run at temperature 170 celsius. Product: C(C)OC(NC1=CC=CC=C1)=O (N-phenyl-carbamic acid ethyl ester). Reaction SMILES: NC(N)=O.[NH2:5][C:6]1[CH:11]=[CH:10][CH:9]=[CH:8][CH:7]=1.[C:12](=[O:17])([O:14][CH2:15][CH3:16])N.C([Sn](=O)CCCC)CCC>C(O)C>[CH2:15]([O:14][C:12](=[O:17])[NH:5][C:6]1[CH:11]=[CH:10][CH:9]=[CH:8][CH:7]=1)[CH3:16]. Procedure: Following the procedure of example 23 60.1 g of urea, 93.1 g of aniline, 8.9 g of ethyl carbamate and 0.5 g of dibutyl-tin-oxide are heated to 170° C. Subsequently 84 g of ethanol are added dropwise at such a rate that the reaction temperature can be maintained between 170° and 175° C. After a total reaction time of 10 hours the reaction is stopped by cooling to room temperature. 161 g (98% of the theoretical yield) of N-phenyl-carbamic acid ethyl ester are found by HPLC analysis. The reactants are NC1=C(C=C(C=N1)C(=O)N=S(=O)(C)CCCCC(=O)OC)C#CC1=CC(=CC=C1)N (methyl 5-[N-({6-amino-5-[(3-aminophenyl)ethynyl]pyridin-3-yl}carbonyl)-S-methylsulfonimidoyl]pentanoate), COC=1C=C(C(=O)O)C=CC1 (3-methoxybenzoic acid). The product is NC1=C(C=C(C=N1)C(=O)N=S(=O)(C)CCCCC(=O)OC)C#CC1=CC(=CC=C1)NC(C1=CC(=CC=C1)OC)=O (Methyl 5-(N-{[6-amino-5-({3-[(3-methoxybenzoyl)amino]phenyl}ethynyl)pyridin-3-yl]carbonyl}-S-methylsulfonimidoyl)pentanoate). Procedure details: In a manner similar to that described in Example 25, methyl 5-[N-({6-amino-5-[(3-aminophenyl)ethynyl]pyridin-3-yl}carbonyl)-S-methylsulfonimidoyl]pentanoate and 3-methoxybenzoic acid were coupled to give the title compound as a white solid (75 mg). As a reaction SMILES: [NH2:1][C:2]1[N:7]=[CH:6][C:5]([C:8]([N:10]=[S:11]([CH2:14][CH2:15][CH2:16][CH2:17][C:18]([O:20][CH3:21])=[O:19])([CH3:13])=[O:12])=[O:9])=[CH:4][C:3]=1[C:22]#[C:23][C:24]1[CH:29]=[CH:28][CH:27]=[C:26]([NH2:30])[CH:25]=1.[CH3:31][O:32][C:33]1[CH:34]=[C:35]([CH:39]=[CH:40][CH:41]=1)[C:36](O)=[O:37]>>[NH2:1][C:2]1[N:7]=[CH:6][C:5]([C:8]([N:10]=[S:11]([CH2:14][CH2:15][CH2:16][CH2:17][C:18]([O:20][CH3:21])=[O:19])([CH3:13])=[O:12])=[O:9])=[CH:4][C:3]=1[C:22]#[C:23][C:24]1[CH:29]=[CH:28][CH:27]=[C:26]([NH:30][C:36](=[O:37])[C:35]2[CH:39]=[CH:40][CH:41]=[C:33]([O:32][CH3:31])[CH:34]=2)[CH:25]=1. The reactants are CCO, O=C1NC(Cc2cccc(OCC(F)(F)F)c2)C(c2ccc(F)cc2)O1, [Na+], [OH-]. The product is NC(Cc1cccc(OCC(F)(F)F)c1)C(O)c1ccc(F)cc1. As a reaction SMILES: [CH3:29][CH2:30][OH:31].[F:1][c:2]1[cH:3][cH:4][c:5]([CH:8]2[CH:9]([CH2:14][c:15]3[cH:16][c:17]([O:21][CH2:22][C:23]([F:24])([F:25])[F:26])[cH:18][cH:19][cH:20]3)[NH:10][C:11](=[O:13])[O:12]2)[cH:6][cH:7]1.[Na+:28].[OH-:27]>>[F:1][c:2]1[cH:3][cH:4][c:5]([CH:8]([CH:9]([NH2:10])[CH2:14][c:15]2[cH:16][c:17]([O:21][CH2:22][C:23]([F:24])([F:25])[F:26])[cH:18][cH:19][cH:20]2)[OH:12])[cH:6][cH:7]1.